The task is: describe an organic reaction: reactants, conditions, products, and yield. This data is from the Open Reaction Database (ORD), a public repository of structured organic reaction records. The product is ClC1=CC=C(CNC(=O)C=2C=NC3=C(C=C(C=C3C2O)CCCCCO)F)C=C1 (N-(4-Chlorobenzyl)-8-fluoro-4-hydroxy-6-(5-hydroxypentyl)-3-quinolinecarboxamide). The reactants are ClC1=CC=C(CNC(=O)C=2C=NC3=C(C=C(C=C3C2O)C#CCCCO)F)C=C1 (N-(4-Chlorobenzyl)-8-fluoro-4-hydroxy-6-(5-hydroxy-1-pentynyl)-3-quinolinecarboxamide), C#C (acetylene), CO (MeOH). RXN SMILES: [Cl:1][C:2]1[CH:29]=[CH:28][C:5]([CH2:6][NH:7][C:8]([C:10]2[CH:11]=[N:12][C:13]3[C:18]([C:19]=2[OH:20])=[CH:17][C:16]([C:21]#[C:22][CH2:23][CH2:24][CH2:25][OH:26])=[CH:15][C:14]=3[F:27])=[O:9])=[CH:4][CH:3]=1.CO.C#C>C(Cl)Cl.[Pd]>[Cl:1][C:2]1[CH:3]=[CH:4][C:5]([CH2:6][NH:7][C:8]([C:10]2[CH:11]=[N:12][C:13]3[C:18]([C:19]=2[OH:20])=[CH:17][C:16]([CH2:21][CH2:22][CH2:23][CH2:24][CH2:25][OH:26])=[CH:15][C:14]=3[F:27])=[O:9])=[CH:28][CH:29]=1. The yield is 55.7%. Procedure details: A mixture of N-(4-chlorobenzyl)-8-fluoro-4-hydroxy-6-(5-hydroxy-1-pentynyl)-3-quinolinecarboxamide from Example 107 (230 mg) and Pd/C (10%, 46.0 mg) is dissolved in 3:1 CH2Cl2 :MeOH. The reaction mixture is placed under the Parr hydrogenator at 38 psi H2 and monitored by mass spectroscopy for complete reduction of the acetylene. The reaction is complete in 11/2 h and filtered over celite to remove the palladium. The filtrate is condensed to afford 129.3 mg (56%) of the title compound as a white ... Run in C(Cl)Cl (CH2Cl2). The reagents and catalysts are [Pd] (Pd/C). The reactants are Nc1ccc(Cl)cc1[N+](=O)[O-], O=C(Cl)c1ccc(Cl)nc1. Yields the product O=C(Nc1ccc(Cl)cc1[N+](=O)[O-])c1ccc(Cl)nc1. Reaction SMILES: [Cl:11][c:12]1[cH:13][c:14]([N+:19](=[O:20])[O-:21])[c:15]([NH2:16])[cH:17][cH:18]1.[Cl:1][c:2]1[n:3][cH:4][c:5]([C:6](=[O:7])[Cl:8])[cH:9][cH:10]1>>[Cl:1][c:2]1[n:3][cH:4][c:5]([C:6](=[O:7])[NH:16][c:15]2[c:14]([N+:19](=[O:20])[O-:21])[cH:13][c:12]([Cl:11])[cH:18][cH:17]2)[cH:9][cH:10]1. Reactants: C(C)N1CCCOC2=C1C=CC(=C2)N (9-ethyl-6,7,8,9-tetrahydro-5-oxa-9-aza-benzocyclohepten-3-ylamine), CNC(=O)C=1SC=CC1NC1=NC(=NC=C1Cl)Cl (3-(2,5-dichloro-pyrimidin-4-ylamino)-thiophene-2-carboxylic acid methylamide). Product: CNC(=O)C=1SC=CC1NC1=NC(=NC=C1Cl)NC1=CC2=C(N(CCCO2)CC)C=C1 (3-[5-Chloro-2-(9-ethyl-6,7,8,9-tetrahydro-5-oxa-9-aza-benzocyclohepten-3-ylamino)-pyrimidin-4-ylamino]-thiophene-2-carboxylic acid methylamide), solid. Yield: 60.0%. Reaction SMILES: [CH2:1]([N:3]1[C:9]2[CH:10]=[CH:11][C:12]([NH2:14])=[CH:13][C:8]=2[O:7][CH2:6][CH2:5][CH2:4]1)[CH3:2].[CH3:15][NH:16][C:17]([C:19]1[S:20][CH:21]=[CH:22][C:23]=1[NH:24][C:25]1[C:30]([Cl:31])=[CH:29][N:28]=[C:27](Cl)[N:26]=1)=[O:18]>>[CH3:15][NH:16][C:17]([C:19]1[S:20][CH:21]=[CH:22][C:23]=1[NH:24][C:25]1[C:30]([Cl:31])=[CH:29][N:28]=[C:27]([NH:14][C:12]2[CH:11]=[CH:10][C:9]3[N:3]([CH2:1][CH3:2])[CH2:4][CH2:5][CH2:6][O:7][C:8]=3[CH:13]=2)[N:26]=1)=[O:18]. Procedure details: 3-[5-Chloro-2-(9-ethyl-6,7,8,9-tetrahydro-5-oxa-9-aza-benzocyclohepten-3-ylamino)-pyrimidin-4-ylamino]-thiophene-2-carboxylic acid methylamide was prepared from 9-ethyl-6,7,8,9-tetrahydro-5-oxa-9-aza-benzocyclohepten-3-ylamine and 3-(2,5-dichloro-pyrimidin-4-ylamino)-thiophene-2-carboxylic acid methylamide in an analogous manner to Example 308c. Product isolated as a tan solid (124 mg, 60%). m.p.=199-201° C.; LCMS (m/e) 459 (M+H); 1H-NMR (CDCl3, 400 MHz) δ 11.59 (s, 1H), 9.26 (s, 1H), 8.51-8.42 ... The reactants are C(C1=CC=CC=C1)(C1=CC=CC=C1)N1CC(C1)(C#N)NC(C)C (1-benzhydryl-3-isopropylaminoazetidine-3-carbonitrile), OS(=O)(=O)O (H2SO4). The solvent is C(Cl)Cl (methylene chloride). Reaction conditions: time 8 hour. Yields the product C(C1=CC=CC=C1)(C1=CC=CC=C1)N1CC(C1)(C(=O)N)NC(C)C (1-Benzhydryl-3-isopropylaminoazetidine-3-carboxylic Acid Amide). As a reaction SMILES: [CH:1]([N:14]1[CH2:17][C:16]([NH:20][CH:21]([CH3:23])[CH3:22])([C:18]#[N:19])[CH2:15]1)([C:8]1[CH:13]=[CH:12][CH:11]=[CH:10][CH:9]=1)[C:2]1[CH:7]=[CH:6][CH:5]=[CH:4][CH:3]=1.[OH:24]S(O)(=O)=O>C(Cl)Cl>[CH:1]([N:14]1[CH2:17][C:16]([NH:20][CH:21]([CH3:23])[CH3:22])([C:18]([NH2:19])=[O:24])[CH2:15]1)([C:8]1[CH:13]=[CH:12][CH:11]=[CH:10][CH:9]=1)[C:2]1[CH:3]=[CH:4][CH:5]=[CH:6][CH:7]=1. Procedure details: A solution of 1-benzhydryl-3-isopropylaminoazetidine-3-carbonitrile (I-(7A-106)a; 3.40 g, 11.1 mmol) in methylene chloride (25 ml) cooled in an ice bath was treated with H2SO4 (5.95 ml, 111 mmol), dropwise. After the reaction mixture was allowed to warm to room temperature and stir overnight, it was cooled in an ice bath and then carefully quenched with concentrated NH4OH to pH 11. The mixture was extracted with methylene chloride, the combined organic layers were dried (Na2SO4) and then concent... Reactants: CO, CC(C)=O, CC1CC2=C([N+](=O)[O-])C(=O)CCC2(C)C2CCC3(C)C(O)CCC3C12. Yields the product CC1CC2=C([N+](=O)[O-])C(=O)CCC2(C)C2CCC3(C)C(=O)CCC3C12. RXN SMILES: [CH3:26][OH:27].[CH3:28][C:29](=[O:30])[CH3:31].[OH:1][CH:2]1[C:3]2([CH3:4])[CH:5]([CH2:6][CH2:7]1)[CH:8]1[CH:9]([CH3:25])[CH2:10][C:11]3=[C:12]([N+:22](=[O:23])[O-:24])[C:13](=[O:21])[CH2:14][CH2:15][C:16]3([CH3:17])[CH:18]1[CH2:19][CH2:20]2>>[O:1]=[C:2]1[C:3]2([CH3:4])[CH:5]([CH2:6][CH2:7]1)[CH:8]1[CH:9]([CH3:25])[CH2:10][C:11]3=[C:12]([N+:22](=[O:23])[O-:24])[C:13](=[O:21])[CH2:14][CH2:15][C:16]3([CH3:17])[CH:18]1[CH2:19][CH2:20]2. Starting materials: [BH4-], CO, CC(=O)c1ccnc(N)c1, [Na+]. Product: CC(O)c1ccnc(N)c1. Reaction SMILES: [BH4-:11].[CH3:13][OH:14].[NH2:1][c:2]1[n:3][cH:4][cH:5][c:6]([C:8]([CH3:9])=[O:10])[cH:7]1.[Na+:12]>>[NH2:1][c:2]1[n:3][cH:4][cH:5][c:6]([CH:8]([CH3:9])[OH:10])[cH:7]1.